Dataset: the Open Reaction Database (ORD), a public repository of structured organic reaction records. Task: describe an organic reaction: reactants, conditions, products, and yield Reactants: CN(CCC1CCC(C=O)CC1)C(=O)OC(C)(C)C, CCOC(=O)C=P(c1ccccc1)(c1ccccc1)c1ccccc1, ClCCl. Yields the product CCOC(=O)C=CC1CCC(CCN(C)C(=O)OC(C)(C)C)CC1. Reaction SMILES: [C:1]([CH3:2])([CH3:3])([CH3:4])[O:5][C:6]([N:7]([CH3:8])[CH2:9][CH2:10][CH:11]1[CH2:12][CH2:13][CH:14]([CH:17]=[O:18])[CH2:15][CH2:16]1)=[O:19].[CH2:20]([CH3:21])[O:22][C:23]([CH:24]=[P:25]([c:26]1[cH:27][cH:28][cH:29][cH:30][cH:31]1)([c:32]1[cH:33][cH:34][cH:35][cH:36][cH:37]1)[c:38]1[cH:39][cH:40][cH:41][cH:42][cH:43]1)=[O:44].[Cl:45][CH2:46][Cl:47]>>[C:1]([CH3:2])([CH3:3])([CH3:4])[O:5][C:6]([N:7]([CH3:8])[CH2:9][CH2:10][CH:11]1[CH2:12][CH2:13][CH:14]([CH:17]=[CH:24][C:23]([O:22][CH2:20][CH3:21])=[O:44])[CH2:15][CH2:16]1)=[O:19]. The reactants are Cc1ccccc1, NCCCCN1CCN(c2ncccn2)CC1, O=C1OC(=O)C2CCC1O2. The product is O=C1C2CCC(O2)C(=O)N1CCCCN1CCN(c2ncccn2)CC1. As a reaction SMILES: [CH3:28][c:29]1[cH:30][cH:31][cH:32][cH:33][cH:34]1.[NH2:11][CH2:12][CH2:13][CH2:14][CH2:15][N:16]1[CH2:17][CH2:18][N:19]([c:22]2[n:23][cH:24][cH:25][cH:26][n:27]2)[CH2:20][CH2:21]1.[O:1]1[CH:2]2[CH2:3][CH2:4][CH:5]1[C:6](=[O:7])[O:8][C:9]2=[O:10]>>[O:1]1[CH:2]2[CH2:3][CH2:4][CH:5]1[C:6](=[O:8])[N:11]([CH2:12][CH2:13][CH2:14][CH2:15][N:16]1[CH2:17][CH2:18][N:19]([c:22]3[n:23][cH:24][cH:25][cH:26][n:27]3)[CH2:20][CH2:21]1)[C:9]2=[O:10]. Starting materials: O=C(OC(Cl)(Cl)Cl)OC(Cl)(Cl)Cl, ClCCl, Cc1cc(CO)cc(C)c1OC(=O)OCc1ccccc1[N+](=O)[O-], c1ccncc1. The product is Cc1cc(CCl)cc(C)c1OC(=O)OCc1ccccc1[N+](=O)[O-]. RXN SMILES: [Cl:31][C:32]([Cl:33])([O:34][C:35](=[O:36])[O:37][C:38]([Cl:39])([Cl:40])[Cl:41])[Cl:42].[Cl:43][CH2:44][Cl:45].[N+:7](=[O:8])([O-:9])[c:10]1[c:11]([CH2:12][O:13][C:14](=[O:15])[O:16][c:17]2[c:18]([CH3:26])[cH:19][c:20]([CH2:21][OH:22])[cH:23][c:24]2[CH3:25])[cH:27][cH:28][cH:29][cH:30]1.[cH:1]1[cH:2][cH:3][n:4][cH:5][cH:6]1>>[N+:7](=[O:8])([O-:9])[c:10]1[c:11]([CH2:12][O:13][C:14](=[O:15])[O:16][c:17]2[c:18]([CH3:26])[cH:19][c:20]([CH2:21][Cl:31])[cH:23][c:24]2[CH3:25])[cH:27][cH:28][cH:29][cH:30]1. The reactants are BrC=1C(=C(C(=O)OCC)C=CC1CSC1=C(C=CC=C1)C)OC (ethyl 3-bromo-2-methoxy-(2-methylphenylthiomethyl)benzoate), BrC1=C(C=CC=C1)S (2-bromothiophenol), BrC=1C(=C(C(=O)OC)C(=CC1)CBr)OC (methyl 3-bromo-6-bromomethyl-2-methoxybenzoate), BrC=1C(=C(C(=O)OC)C(=CC1)CBr)OC (methyl 3-bromo-6-bromomethyl-2-methoxybenzoate). Yields the product BrC=1C(=C(C(=O)OC)C(=CC1)CSC1=C(C=CC=C1)Br)OC (Methyl 3-bromo-6-(2-bromophenylthiomethyl)-2-methoxybenzoate). Reaction SMILES: BrC1C(OC)=C(C=CC=1CSC1C=CC=CC=1C)C(OCC)=O.[Br:24][C:25]1[C:26]([O:37][CH3:38])=[C:27]([C:32]([CH2:35]Br)=[CH:33][CH:34]=1)[C:28]([O:30][CH3:31])=[O:29].[Br:39][C:40]1[CH:45]=[CH:44][CH:43]=[CH:42][C:41]=1[SH:46]>>[Br:24][C:25]1[C:26]([O:37][CH3:38])=[C:27]([C:32]([CH2:35][S:46][C:41]2[CH:42]=[CH:43][CH:44]=[CH:45][C:40]=2[Br:39])=[CH:33][CH:34]=1)[C:28]([O:30][CH3:31])=[O:29]. Procedure: Prepared by proceeding in a similar manner to Intermediate 77, starting from methyl 3-bromo-6-bromomethyl-2-methoxybenzoate (Intermediate 89) and 2-bromothiophenol. Yield: 101.5%. Reaction SMILES: [BH4-].[Na+].[CH3:3][N:4]1[CH2:9][CH2:8][N:7]([CH:10]2[CH2:16][CH2:15][C:14]3[CH:17]=[CH:18][CH:19]=[CH:20][C:13]=3[C:12](=[O:21])[CH2:11]2)[CH2:6][CH2:5]1>C(O)C.O>[CH3:3][N:4]1[CH2:5][CH2:6][N:7]([CH:10]2[CH2:16][CH2:15][C:14]3[CH:17]=[CH:18][CH:19]=[CH:20][C:13]=3[CH:12]([OH:21])[CH2:11]2)[CH2:8][CH2:9]1 |f:0.1|. Yields the product CN1CCN(CC1)C1CC(C2=C(CC1)C=CC=C2)O (7-(4-methylpiperazin-1-yl)-5ξ-hydroxy-6,7,8,9-tetrahydro [5H] benzocycloheptene). Reported procedure: 8.8 g of sodium borohydride were added over 20 minutes at 22°-26° C to a solution of 8.8 g of the product of Step A in 8.8 ml of ethanol and 8.8 ml of water and the mixture was stirred for 1 hour at 20° C. The ethanol was evaporated and the mixture was poured into water and was extracted with methylene chloride. The organic extracts were washed with water, dried and evaporated to dryness to obtain 9 g of a mixture of the isomers of raw 7-(4-methylpiperazin-1-yl)-5-hydroxy-6,7,8,9-tetrahydro [5H]... Reaction conditions: temperature 20 celsius, time 1 hour. The solvent is C(C)O (ethanol), O (water). Reactants: [BH4-].[Na+] (sodium borohydride), CN1CCN(CC1)C1CC(C2=C(CC1)C=CC=C2)=O (7-(4-methylpiperazin-1-yl)-5-oxo-6,7,8,9-tetrahydro [5H] benzocycloheptene).